From a dataset of the Open Reaction Database (ORD), a public repository of structured organic reaction records. describe an organic reaction: reactants, conditions, products, and yield Reactants: CO, CCOCC, [K+], [OH-], OCCO, O=C1C(O)=C(c2ccc(F)cc2)C(c2cccc(F)c2F)N1c1ccc2nc[nH]c2c1. The product is COC1=C(c2ccc(F)cc2)C(c2cccc(F)c2F)N(c2ccc3nc[nH]c3c2)C1=O. RXN SMILES: [CH3:43][OH:44].[CH3:7][CH2:8][O:9][CH2:10][CH3:11].[K+:2].[OH-:1].[OH:3][CH2:4][CH2:5][OH:6].[nH:12]1[cH:13][n:14][c:15]2[c:16]1[cH:17][c:18]([N:21]1[C:22](=[O:42])[C:23]([OH:41])=[C:24]([c:34]3[cH:35][cH:36][c:37]([F:40])[cH:38][cH:39]3)[CH:25]1[c:26]1[c:27]([F:33])[c:28]([F:32])[cH:29][cH:30][cH:31]1)[cH:19][cH:20]2>>[CH3:4][O:41][C:23]1=[C:24]([c:34]2[cH:35][cH:36][c:37]([F:40])[cH:38][cH:39]2)[CH:25]([c:26]2[c:27]([F:33])[c:28]([F:32])[cH:29][cH:30][cH:31]2)[N:21]([c:18]2[cH:17][c:16]3[nH:12][cH:13][n:14][c:15]3[cH:20][cH:19]2)[C:22]1=[O:42].